From a dataset of the Open Reaction Database (ORD), a public repository of structured organic reaction records. describe an organic reaction: reactants, conditions, products, and yield The reactants are [N+](=O)([O-])C1=CC=C(C=C1)C=1N=CC(NC1)=O (5-(4-Nitrophenyl)-2-(1H)-pyrazinone), O.NN (hydrazine hydrate), O (water), O (water), O (Water), Cl (hydrochloric acid). The reagents and catalysts are [Pd] (Palladium on charcoal). Solvent: C(C)O (ethanol). Product: NC1=CC=C(C=C1)C=1N=CC(NC1)=O (5-(4-aminophenyl)-2(1H)-pyrazinone). The yield is 69.6%. Reaction SMILES: [N+:1]([C:4]1[CH:9]=[CH:8][C:7]([C:10]2[N:11]=[CH:12][C:13](=[O:16])[NH:14][CH:15]=2)=[CH:6][CH:5]=1)([O-])=O.O.NN.O.Cl>C(O)C.[Pd]>[NH2:1][C:4]1[CH:5]=[CH:6][C:7]([C:10]2[N:11]=[CH:12][C:13](=[O:16])[NH:14][CH:15]=2)=[CH:8][CH:9]=1 |f:1.2|. Procedure: 5-(4-Nitrophenyl)-2-(1H)-pyrazinone (0.1 g) was warmed with hydrazine hydrate (1 ml) in 50% aqueous ethanol (2.5 ml). Water (about 3 ml) was added sufficient to provide a clear solution. The mixture was allowed to cool slightly and 10% Palladium on charcoal (0.01 g) added as a slurry in a small amount of water. The well-stirred mixture was re-heated for 2 minutes, stirred without heating for 2 minutes, cooled and filtered. The filtrate was evaporated under reduced pressure to give a residue whic...